The task is: describe an organic reaction: reactants, conditions, products, and yield. This data is from the Open Reaction Database (ORD), a public repository of structured organic reaction records. Starting materials: O=C(c1ccc(Cl)cc1)c1ccc(CBr)cc1, CC(C)=O, NC(N)=S. Product: [Br-], NC(=[NH2+])SCc1ccc(C(=O)c2ccc(Cl)cc2)cc1. As a reaction SMILES: [Br:1][CH2:2][c:3]1[cH:4][cH:5][c:6]([C:7](=[O:8])[c:9]2[cH:10][cH:11][c:12]([Cl:15])[cH:13][cH:14]2)[cH:16][cH:17]1.[CH3:22][C:23](=[O:24])[CH3:25].[NH2:18][C:19]([NH2:20])=[S:21]>>[Br-:1].[CH2:2]([c:3]1[cH:4][cH:5][c:6]([C:7](=[O:8])[c:9]2[cH:10][cH:11][c:12]([Cl:15])[cH:13][cH:14]2)[cH:16][cH:17]1)[S:21][C:19](=[NH2+:18])[NH2:20]. The reactants are FC(CN)(C1=CC=CC=C1)F (2,2-difluoro-2-phenylethylamine), [O-]P(=O)([O-])[O-].[K+].[K+].[K+] (K3PO4), C1(=C(C=CC=C1)P(C1CCCCC1)C1CCCCC1)C1=CC=CC=C1 (biphenyl-2-yl-dicyclohexyl-phosphane), C(C)OC(CC1=NC(=CC=C1Cl)Cl)=O ((3,6-dichloro-pyridin-2-yl)-acetic acid ethyl ester). Reagents/catalysts: CC(=O)[O-].CC(=O)[O-].[Pd+2] (Pd(OAc)2). Conditions: temperature 150 celsius, time 20 minute. Yields the product hexanes EtOAc, C(C)OC(CC1=NC(=CC=C1Cl)NCC(C1=CC=CC=C1)(F)F)=O ([3-chloro-6-(2,2-difluoro-2-phenyl-ethylamino)-pyridin-2-yl]-acetic Acid Ethyl Ester). The yield is 60.8%. RXN SMILES: [CH2:1]([O:3][C:4](=[O:14])[CH2:5][C:6]1[C:11]([Cl:12])=[CH:10][CH:9]=[C:8](Cl)[N:7]=1)[CH3:2].[F:15][C:16]([F:25])([C:19]1[CH:24]=[CH:23][CH:22]=[CH:21][CH:20]=1)[CH2:17][NH2:18].[O-]P([O-])([O-])=O.[K+].[K+].[K+].C1(C2C=CC=CC=2)C=CC=CC=1P(C1CCCCC1)C1CCCCC1>CC([O-])=O.CC([O-])=O.[Pd+2]>[CH2:1]([O:3][C:4](=[O:14])[CH2:5][C:6]1[C:11]([Cl:12])=[CH:10][CH:9]=[C:8]([NH:18][CH2:17][C:16]([F:15])([F:25])[C:19]2[CH:24]=[CH:23][CH:22]=[CH:21][CH:20]=2)[N:7]=1)[CH3:2] |f:2.3.4.5,7.8.9|. Procedure: A mixture of (3,6-dichloro-pyridin-2-yl)-acetic acid ethyl ester (139 mg, 593 μmol), as prepared in the previous step, 2,2-difluoro-2-phenylethylamine (132.5 mg, 844 μmol) (see Example 8a), K3PO4 (317 mg, 1.50 mmol) (Fluka, Catalog # 04347), Pd(OAc)2 (5.8 mg, 26 μmol), biphenyl-2-yl-dicyclohexyl-phosphane (22 mg, 62 μmol) (Strem) was taken up in dry, argon-sparged dioxane (650 μL), and the mixture was sealed under a blanket of argon. The yellowish heterogeneous mixture was microwaved with stirri...